From a dataset of the Open Reaction Database (ORD), a public repository of structured organic reaction records. describe an organic reaction: reactants, conditions, products, and yield The reactants are FC(C1=CNC=C1C1=C(C(=CC=C1)Cl)Cl)(F)F (3-trifluoromethyl-4-(2,3-dichlorophenyl)-pyrrole), N (ammonia). Run in O1CCOCC1 (dioxane). Product: ClC1=C(C=CC=C1Cl)C=1C(=CNC1)C#N (4-(2,3-Dichlorophenyl)-3-cyanopyrrole). As a reaction SMILES: F[C:2](F)(F)[C:3]1[C:7]([C:8]2[CH:13]=[CH:12][CH:11]=[C:10]([Cl:14])[C:9]=2[Cl:15])=[CH:6][NH:5][CH:4]=1.[NH3:18]>O1CCOCC1>[Cl:15][C:9]1[C:10]([Cl:14])=[CH:11][CH:12]=[CH:13][C:8]=1[C:7]1[C:3]([C:2]#[N:18])=[CH:4][NH:5][CH:6]=1. Reported procedure: 4.0 g of 3-trifluoromethyl-4-(2,3-dichlorophenyl)-pyrrole, 21 ml of 25% aqueous ammonia and 40 ml of dioxane are stirred for 26 hours at 180° C. in an autoclave. After cooling to room temperature, the reaction mixture is filtered, and the clear filtrate is concentrated by evaporation. The residue is taken up in ethyl acetate, washed with water and subsequently with diluted sodium chloride solution, dried over magnesium sulfate, filtered, and concentrated by evaporation. The residue is caused to ... Reactants: OCC=1C=C(C=CC1)C1=C(C=C(C=C1C)OCC1(CCSCC1)O)C (4-({[3′-(hydroxymethyl)-2,6-dimethylbiphenyl-4-yl]oxy}methyl)tetrahydro-2H-thiopyran-4-ol), FC1=C(C=CC(=C1)NS(=O)(=O)C1=C(C=CC=C1)[N+](=O)[O-])CCC(=O)OCC (ethyl 3-(2-fluoro-4-{[(2-nitrophenyl)sulfonyl]amino}phenyl)propanoate), C(CCC)P(CCCC)CCCC (tributylphosphine), N(=NC(=O)N1CCCCC1)C(=O)N1CCCCC1 (1,1′-(azodicarbonyl)dipiperidine). Run in O1CCCC1 (tetrahydrofuran). The product is FC1=C(C=CC(=C1)N(S(=O)(=O)C1=C(C=CC=C1)[N+](=O)[O-])CC=1C=C(C=CC1)C1=C(C=C(C=C1C)OCC1(CCSCC1)O)C)CCC(=O)OCC (ethyl 3-(2-fluoro-4-{({4′-[(4-hydroxytetrahydro-2H-thiopyran-4-yl)methoxy]-2′,6′-dimethylbiphenyl-3-yl}methyl)[(2-nitrophenyl)sulfonyl]amino}phenyl)propanoate). Isolated yield 92.5%. As a reaction SMILES: O[CH2:2][C:3]1[CH:4]=[C:5]([C:9]2[C:14]([CH3:15])=[CH:13][C:12]([O:16][CH2:17][C:18]3([OH:24])[CH2:23][CH2:22][S:21][CH2:20][CH2:19]3)=[CH:11][C:10]=2[CH3:25])[CH:6]=[CH:7][CH:8]=1.[F:26][C:27]1[CH:32]=[C:31]([NH:33][S:34]([C:37]2[CH:42]=[CH:41][CH:40]=[CH:39][C:38]=2[N+:43]([O-:45])=[O:44])(=[O:36])=[O:35])[CH:30]=[CH:29][C:28]=1[CH2:46][CH2:47][C:48]([O:50][CH2:51][CH3:52])=[O:49].C(P(CCCC)CCCC)CCC.N(C(N1CCCCC1)=O)=NC(N1CCCCC1)=O>O1CCCC1>[F:26][C:27]1[CH:32]=[C:31]([N:33]([CH2:2][C:3]2[CH:4]=[C:5]([C:9]3[C:14]([CH3:15])=[CH:13][C:12]([O:16][CH2:17][C:18]4([OH:24])[CH2:19][CH2:20][S:21][CH2:22][CH2:23]4)=[CH:11][C:10]=3[CH3:25])[CH:6]=[CH:7][CH:8]=2)[S:34]([C:37]2[CH:42]=[CH:41][CH:40]=[CH:39][C:38]=2[N+:43]([O-:45])=[O:44])(=[O:35])=[O:36])[CH:30]=[CH:29][C:28]=1[CH2:46][CH2:47][C:48]([O:50][CH2:51][CH3:52])=[O:49]. Procedure details: To a solution of 4-({[3′-(hydroxymethyl)-2,6-dimethylbiphenyl-4-yl]oxy}methyl)tetrahydro-2H-thiopyran-4-ol (0.90 g, 2.51 mmol), ethyl 3-(2-fluoro-4-{[(2-nitrophenyl)sulfonyl]amino}phenyl)propanoate (1.05 g, 2.64 mmol) and tributylphosphine (0.86 mL, 3.26 mmol) in tetrahydrofuran (15 mL) was added 1,1′-(azodicarbonyl)dipiperidine (0.85 g, 3.26 mmol) under stirring at room temperature, and the mixture was stirred for 10 hr. The resulting precipitate was filtered off, and the filtrate was concentra... Starting materials: ClC1=C2N=CN(C2=NC=N1)[C@H]1[C@@H](OC(C)=O)[C@H](OC(C)=O)[C@H](O1)COC(C)=O (6-Chloro-9-(2,3,5-tri-O-acetyl-β-D-arabinofuranosyl)purine). Solvent: N.CO (NH3 MeOH). Reaction conditions: time 2 hour. Product: [C@@H]1([C@@H](O)[C@H](O)[C@H](O1)CO)N1C2=NC=NC(=C2N=C1)Cl (9-(β-D-Arabinofuranosyl)-6-chloropurine). Isolated yield 118.6%. As a reaction SMILES: [Cl:1][C:2]1[N:10]=[CH:9][N:8]=[C:7]2[C:3]=1[N:4]=[CH:5][N:6]2[C@@H:11]1[O:23][C@H:22]([CH2:24][O:25]C(=O)C)[C@@H:17]([O:18]C(=O)C)[C@@H:12]1[O:13]C(=O)C>N.CO>[C@@H:11]1([N:6]2[CH:5]=[N:4][C:3]3[C:7]2=[N:8][CH:9]=[N:10][C:2]=3[Cl:1])[O:23][C@H:22]([CH2:24][OH:25])[C@@H:17]([OH:18])[C@@H:12]1[OH:13] |f:1.2|. Procedure details: Compound 3(200 mg,0.5 mmol) was dissolved in saturated NH3/MeOH (5 mL) and stirred at room temperature for two hours. The solvent was evaporated in vacuo to obtain crude 4 (170 mg) which was used for the subsequent reaction without any further purification: UV (Me(OH)λmax 263.0 nm. Starting materials: ClC1=NC=C(C(=N1)Cl)F (2,4-dichloro-5-fluoropyrimidine), ClC1=CC=C(N)C=C1 (4-chloroaniline). Yields the product ClC1=CC=C(C=C1)NC1=NC=C(C(=N1)NC1=CC=C(C=C1)Cl)F (N2,N4-bis(4-chlorophenyl)-5-fluoro-2,4-pyrimidinediamine). RXN SMILES: Cl[C:2]1[N:7]=[C:6](Cl)[C:5]([F:9])=[CH:4][N:3]=1.[Cl:10][C:11]1[CH:17]=[CH:16][C:14]([NH2:15])=[CH:13][CH:12]=1>>[Cl:10][C:11]1[CH:17]=[CH:16][C:14]([NH:15][C:2]2[N:7]=[C:6]([NH:15][C:14]3[CH:16]=[CH:17][C:11]([Cl:10])=[CH:12][CH:13]=3)[C:5]([F:9])=[CH:4][N:3]=2)=[CH:13][CH:12]=1. Reported procedure: In like manner to the preparation of N2,N4-bis(3-hydroxyphenyl)-5-fluoro-2,4pyrimidinediamine, 2,4-dichloro-5-fluoropyrimidine and 4-chloroaniline were reacted to yield N2,N4-bis(4-chlorophenyl)-5-fluoro-2,4-pyrimidinediamine. 1H NMR (CDCl3+CD3OD): δ 7.80 (d, 1H, J=4.2 Hz), 7.45 (d, 2H, J=8.7 Hz), 7.33 (d, 2H, J=9 Hz), 7.20 (d, 2H, J=8.7 Hz), 7.14 (d, 2H, J=9.6 Hz); LCMS: ret. time: 28.84 min.; purity: 87%; MS (m/e): 349 (MH+).